The task is: describe an organic reaction: reactants, conditions, products, and yield. This data is from the Open Reaction Database (ORD), a public repository of structured organic reaction records. The reactants are C(C1=CC=CC=C1)OC(=O)N1COC([C@@H]1CC(=O)Cl)=O ((4S)-3-benzyloxycarbonyl-5-oxo-oxazolidin-4-yl-acetyl chloride), C(C)(C)(C)OC(CNC1=CC=CC=C1)=O (tert-butyl-N-phenylglycinate). Solvent: O (H2O), CCOC(=O)C (EtOAc), ClCCl (dichloromethane), N1=CC=CC=C1 (pyridine), petroleum ether, CCOC(=O)C (EtOAc). Run at time 8 hour. The product is C(C1=CC=CC=C1)OC(=O)N1COC([C@@H]1CC(=O)N(CC(=O)OC(C)(C)C)C1=CC=CC=C1)=O (tert-butyl N-[(4S)-3-benzyloxycarbonyl-5-oxo-oxazolidin-4-yl-acetyl]-N-phenylglycinate). RXN SMILES: [CH2:1]([O:8][C:9]([N:11]1[C@@H:15]([CH2:16][C:17](Cl)=[O:18])[C:14](=[O:20])[O:13][CH2:12]1)=[O:10])[C:2]1[CH:7]=[CH:6][CH:5]=[CH:4][CH:3]=1.[C:21]([O:25][C:26](=[O:35])[CH2:27][NH:28][C:29]1[CH:34]=[CH:33][CH:32]=[CH:31][CH:30]=1)([CH3:24])([CH3:23])[CH3:22]>ClCCl.N1C=CC=CC=1.O.CCOC(C)=O>[CH2:1]([O:8][C:9]([N:11]1[C@@H:15]([CH2:16][C:17]([N:28]([C:29]2[CH:34]=[CH:33][CH:32]=[CH:31][CH:30]=2)[CH2:27][C:26]([O:25][C:21]([CH3:24])([CH3:22])[CH3:23])=[O:35])=[O:18])[C:14](=[O:20])[O:13][CH2:12]1)=[O:10])[C:2]1[CH:7]=[CH:6][CH:5]=[CH:4][CH:3]=1. Reported procedure: N-[(4S)-3-benzyloxycarbonyl-5-oxo-oxazolidin-4-yl-acetyl chloride (3.00 g, 10 mmol) in dichloromethane (20 mL) was added dropwise to a solution of tert-butyl-N-phenylglycinate (2.3 mg, 11 mmol) in pyridine (10 mL) at 0° C. The reaction was allowed to warm to room temperature and stirred overnight. The reaction was diluted with H2O (100 mL) and EtOAc (150 mL). The organic phase was separated and washed successively with citric acid (10%, 2×100 mL) and brine (100 mL), dried (MgSO4), filtered and c... Reactants: CC(=O)Cl, Cc1ccccc1, CCCc1nc(N)nc(N2CCOCC2)n1, c1ccncc1. Yields the product CCCc1nc(NC(C)=O)nc(N2CCOCC2)n1. Reaction SMILES: [CH3:1][C:2]([Cl:3])=[O:4].[CH3:27][c:28]1[cH:29][cH:30][cH:31][cH:32][cH:33]1.[NH2:5][c:6]1[n:7][c:8]([CH2:18][CH2:19][CH3:20])[n:9][c:10]([N:12]2[CH2:13][CH2:14][O:15][CH2:16][CH2:17]2)[n:11]1.[cH:21]1[cH:22][cH:23][n:24][cH:25][cH:26]1>>[CH3:1][C:2](=[O:4])[NH:5][c:6]1[n:7][c:8]([CH2:18][CH2:19][CH3:20])[n:9][c:10]([N:12]2[CH2:13][CH2:14][O:15][CH2:16][CH2:17]2)[n:11]1. Reactants: C(C)OC(=O)CCSC1=C(N=NS1)CSCCC(=O)OCC (5-[(2-ethoxycarbonylethyl)thio]-4-[(2-ethoxycarbonylethyl)thiomethyl]-1,2,3-thiadiazole), ClC=1C=C(C(=O)OO)C=CC1 (m-chloroperoxybenzoic acid). Solvent: ClCCl (dichloromethane). Conditions: time 30 minute. Product: C(C)OC(=O)CCSC1=C(N=NS1)CO (5-[(2-ethoxycarbonylethyl)thio]-4-hydroxymethyl-1,2,3-thiadiazole). As a reaction SMILES: [CH2:1]([O:3][C:4]([CH2:6][CH2:7][S:8][C:9]1[S:13][N:12]=[N:11][C:10]=1[CH2:14]SCCC(OCC)=O)=[O:5])[CH3:2].ClC1C=C(C=CC=1)C(OO)=[O:28]>ClCCl>[CH2:1]([O:3][C:4]([CH2:6][CH2:7][S:8][C:9]1[S:13][N:12]=[N:11][C:10]=1[CH2:14][OH:28])=[O:5])[CH3:2]. Procedure details: To a solution of 5-[(2-ethoxycarbonylethyl)thio]-4-[(2-ethoxycarbonylethyl)thiomethyl]-1,2,3-thiadiazole (1.0 g, 3.0 mmol) in dichloromethane (40 mL) was added m-chloroperoxybenzoic acid in several portions at 0 ° C. until the starting material was disappeared. The mixture was then sequentially washed with saturated aqueous sodium thiosulfate, cold aqueous 1% sodium hydroxide and brine, and was concentrated to dryness. The oxidized product was treated with trifluoroacetic anhydride (2 mL) for 30... Starting materials: NC1=NC(=CC(=N1)N1CCC2(C[C@H](NC2)C(=O)O)CC1)O[C@@H](C(F)(F)F)C1=C(C=C(C=C1)Cl)N1N=C(C=C1)C ((S)-8-(2-amino-6-((R)-1-(4-chloro-2-(3-methyl-1H-pyrazol-1-yl)phenyl)-2,2,2-trifluoroethoxy)pyrimidin-4-yl)-2,8-diazaspiro[4.5]decane-3-carboxylic acid), C(C)(C)(C)C1=NN(C=C1)C1=C(C=CC(=C1)Cl)[C@H](C(F)(F)F)O ((R)-1-(2-(3-(tert-butyl)-1H-pyrazol-1-yl)-4-chlorophenyl)-2,2,2-trifluoroethanol), C(C)(C)(C)C1=NN(C=C1)C1=C(C=CC(=C1)Cl)[C@H](C(F)(F)F)O ((R)-1-(2-(3-(tert-butyl)-1H-pyrazol-1-yl)-4-chlorophenyl)-2,2,2-trifluoroethanol). Yields the product NC1=NC(=CC(=N1)N1CCC2(C[C@H](NC2)C(=O)O)CC1)O[C@@H](C(F)(F)F)C1=C(C=C(C=C1)Cl)N1N=C(C=C1)C(C)(C)C ((S)-8-(2-amino-6-((R)-1-(2-(3-(tert-butyl)-1H-pyrazol-1-yl)-4-chlorophenyl)-2,2,2-trifluoroethoxy)pyrimidin-4-yl)-2,8-diazaspiro[4.5]decane-3-carboxylic acid). Reaction SMILES: [NH2:1][C:2]1[N:7]=[C:6]([N:8]2[CH2:20][CH2:19][C:11]3([CH2:15][NH:14][C@H:13]([C:16]([OH:18])=[O:17])[CH2:12]3)[CH2:10][CH2:9]2)[CH:5]=[C:4](O[C@H](C2C=CC(Cl)=CC=2N2C=CC(C)=N2)C(F)(F)F)[N:3]=1.[C:40]([C:44]1[CH:48]=[CH:47][N:46]([C:49]2[CH:54]=[C:53]([Cl:55])[CH:52]=[CH:51][C:50]=2[C@@H:56]([OH:61])[C:57]([F:60])([F:59])[F:58])[N:45]=1)([CH3:43])([CH3:42])[CH3:41]>>[NH2:1][C:2]1[N:7]=[C:6]([N:8]2[CH2:20][CH2:19][C:11]3([CH2:15][NH:14][C@H:13]([C:16]([OH:18])=[O:17])[CH2:12]3)[CH2:10][CH2:9]2)[CH:5]=[C:4]([O:61][C@H:56]([C:50]2[CH:51]=[CH:52][C:53]([Cl:55])=[CH:54][C:49]=2[N:46]2[CH:47]=[CH:48][C:44]([C:40]([CH3:43])([CH3:41])[CH3:42])=[N:45]2)[C:57]([F:59])([F:60])[F:58])[N:3]=1. Reported procedure: The title compound was prepared as described for (S)-8-(2-amino-6-((R)-1-(4-chloro-2-(3-methyl-1H-pyrazol-1-yl)phenyl)-2,2,2-trifluoroethoxy)pyrimidin-4-yl)-2,8-diazaspiro[4.5]decane-3-carboxylic acid (Example 10d) starting with (R)-1-(2-(3-(tert-butyl)-1H-pyrazol-1-yl)-4-chlorophenyl)-2,2,2-trifluoroethanol (Intermediate 40). Starting materials: CCN(CC)CCCCl, COc1ccc2[nH]cc(CC3NC(=O)NC3=O)c2c1, CCO, Cl, [Na], CN(C)C=O. The product is CCN(CC)CCCN1C(=O)NC(Cc2c[nH]c3ccc(OC)cc23)C1=O. As a reaction SMILES: [CH2:2]([CH3:3])[N:4]([CH2:5][CH2:6][CH2:7][Cl:8])[CH2:9][CH3:10].[CH3:11][O:12][c:13]1[cH:14][c:15]2[c:16]([CH2:22][CH:23]3[C:24](=[O:29])[NH:25][C:26](=[O:28])[NH:27]3)[cH:17][nH:18][c:19]2[cH:20][cH:21]1.[CH3:36][CH2:37][OH:38].[ClH:1].[Na:30].[O:31]=[CH:32][N:33]([CH3:34])[CH3:35]>>[CH2:2]([CH3:3])[N:4]([CH2:5][CH2:6][CH2:7][N:25]1[C:24](=[O:29])[CH:23]([CH2:22][c:16]2[c:15]3[cH:14][c:13]([O:12][CH3:11])[cH:21][cH:20][c:19]3[nH:18][cH:17]2)[NH:27][C:26]1=[O:28])[CH2:9][CH3:10]. The reactants are ClC1=CC(=C(CN2N=CC3=CC(=CC=C23)\C=C/2\C(NC(S2)=O)=O)C=C1)C(F)(F)F ((5Z)-5-({1-[4-chloro-2-(trifluoromethyl)benzyl]-1H-indazol-5-yl}methylidene)-2,4-dioxo-1,3-thiazolidine), C(C)(C)NCCO (2-(isopropylamino)ethanol). The product is ClC1=CC(=C(CN2N=CC3=CC(=CC=C23)\C=C/2\C(N(C(S2)=O)CCNC(C)C)=O)C=C1)C(F)(F)F ((5Z)-5-({1-[4-Chloro-2-(trifluoromethyl)benzyl]-1H-indazol-5-yl}methylidene)-3-{2-[(1-methylethyl)amino]ethyl}-1,3-thiazolidine-2,4-dione). Procedure: (5Z)-5-({1-[4-Chloro-2-(trifluoromethyl)benzyl]-1H-indazol-5-yl}methylidene)-3-{2-[(1-methylethyl)amino]ethyl}-1,3-thiazolidine-2,4-dione was prepared from [(5Z)-5-({1-[4-chloro-2-(trifluoromethyl)benzyl]-1H-indazol-5-yl}methylidene)-2,4-dioxo-1,3-thiazolidine (from Example 1) and 2-(isopropylamino)ethanol following General Procedure K. As a reaction SMILES: [Cl:1][C:2]1[CH:25]=[CH:24][C:5]([CH2:6][N:7]2[C:15]3[C:10](=[CH:11][C:12](/[CH:16]=[C:17]4/[C:18](=[O:23])[NH:19][C:20](=[O:22])[S:21]/4)=[CH:13][CH:14]=3)[CH:9]=[N:8]2)=[C:4]([C:26]([F:29])([F:28])[F:27])[CH:3]=1.[CH:30]([NH:33][CH2:34][CH2:35]O)([CH3:32])[CH3:31]>>[Cl:1][C:2]1[CH:25]=[CH:24][C:5]([CH2:6][N:7]2[C:15]3[C:10](=[CH:11][C:12](/[CH:16]=[C:17]4/[C:18](=[O:23])[N:19]([CH2:35][CH2:34][NH:33][CH:30]([CH3:32])[CH3:31])[C:20](=[O:22])[S:21]/4)=[CH:13][CH:14]=3)[CH:9]=[N:8]2)=[C:4]([C:26]([F:27])([F:29])[F:28])[CH:3]=1. Reactants: FC(F)=C(F)CCBr, CCOCC, Cl, [Mg], O=C=O. Product: O=C(O)CCC(F)=C(F)F. RXN SMILES: [Br:2][CH2:3][CH2:4][C:5](=[C:6]([F:7])[F:8])[F:9].[CH3:14][CH2:15][O:16][CH2:17][CH3:18].[ClH:13].[Mg:1].[O:10]=[C:11]=[O:12]>>[CH2:3]([CH2:4][C:5](=[C:6]([F:7])[F:8])[F:9])[C:11](=[O:10])[OH:12].